This data is from the Open Reaction Database (ORD), a public repository of structured organic reaction records. The task is: describe an organic reaction: reactants, conditions, products, and yield Reactants: C1(=CC=CC=C1)[C@@H]1N([C@@H](CC1)C1=CC=CC=C1)C(CNC(NC=1C=C(C(=O)OCC)C=CC1)=O)=O (ethyl (cis)-3-{3-[2-(2,5-diphenyl-1-pyrrolidinyl)-2-oxoethyl]ureido}benzoate), [OH-].[K+] (potassium hydroxide). Solvent: O (water), CO (methanol). Yields the product C1(=CC=CC=C1)[C@@H]1N([C@@H](CC1)C1=CC=CC=C1)C(CNC(NC=1C=C(C(=O)O)C=CC1)=O)=O ((cis)-3-{3-[2-(2,5-diphenyl-1-pyrrolidinyl)-2-oxoethyl]ureido}benzoic acid). The yield is 70.9%. As a reaction SMILES: [C:1]1([C@H:7]2[CH2:11][CH2:10][C@@H:9]([C:12]3[CH:17]=[CH:16][CH:15]=[CH:14][CH:13]=3)[N:8]2[C:18](=[O:35])[CH2:19][NH:20][C:21](=[O:34])[NH:22][C:23]2[CH:24]=[C:25]([CH:31]=[CH:32][CH:33]=2)[C:26]([O:28]CC)=[O:27])[CH:6]=[CH:5][CH:4]=[CH:3][CH:2]=1.[OH-].[K+]>CO.O>[C:12]1([C@H:9]2[CH2:10][CH2:11][C@@H:7]([C:1]3[CH:6]=[CH:5][CH:4]=[CH:3][CH:2]=3)[N:8]2[C:18](=[O:35])[CH2:19][NH:20][C:21](=[O:34])[NH:22][C:23]2[CH:24]=[C:25]([CH:31]=[CH:32][CH:33]=2)[C:26]([OH:28])=[O:27])[CH:17]=[CH:16][CH:15]=[CH:14][CH:13]=1 |f:1.2|. Reported procedure: By proceeding in a fashion similar to that described in Example 9, but starting from 3 g of ethyl (cis)-3-{3-[2-(2,5-diphenyl-1-pyrrolidinyl)-2-oxoethyl]ureido}benzoate in solution in 50 cm3 of methanol and 0.7 g of potassium hydroxide dissolved in 20 cm3 of water and after treatment and recrystallization in ethanol, 2 g of (cis)-3-{3-[2-(2,5-diphenyl-1-pyrrolidinyl)-2-oxoethyl]ureido}benzoic acid, melting at 255° C., are obtained. The reactants are OC1(c2cccc3[nH]ccc23)CCCN(CC2CC2)C1, Cl, O. The product is C1=C(c2cccc3[nH]ccc23)CN(CC2CC2)CC1. Reaction SMILES: [CH:1]1([CH2:4][N:5]2[CH2:6][C:7]([OH:11])([c:12]3[c:13]4[cH:14][cH:15][nH:16][c:17]4[cH:18][cH:19][cH:20]3)[CH2:8][CH2:9][CH2:10]2)[CH2:2][CH2:3]1.[ClH:21].[OH2:22]>>[CH:1]1([CH2:4][N:5]2[CH2:6][C:7]([c:12]3[c:13]4[cH:14][cH:15][nH:16][c:17]4[cH:18][cH:19][cH:20]3)=[CH:8][CH2:9][CH2:10]2)[CH2:2][CH2:3]1. Reactants: O.C(C)(=O)[O-].[Ca+2].C(C)(=O)[O-] (calcium acetate hydrate), C(C)N(C(=O)C=1C(N(C2=CC=CC(=C2C1O)CC)C)=O)C1=CC=CC=C1 (N-ethyl-N-phenyl-5-ethyl-1,2-dihydro-4-hydroxy-1-methyl-2-oxo-3-quinolinecarboxamide), [OH-].[Na+] (NaOH), Cl (HCl). Run in O (water), O (water). Product: [Ca].C(C)N(C(=O)C=1C(N(C2=CC=CC(=C2C1O)CC)C)=O)C1=CC=CC=C1 (N-ethyl-N-phenyl-5-ethyl-1,2-dihydro-4-hydroxy-1-methyl-2-oxo-3-quinolinecarboxamide calcium salt). Yield: 153.0%. As a reaction SMILES: [CH2:1]([N:3]([C:21]1[CH:26]=[CH:25][CH:24]=[CH:23][CH:22]=1)[C:4]([C:6]1[C:7](=[O:20])[N:8]([CH3:19])[C:9]2[C:14]([C:15]=1[OH:16])=[C:13]([CH2:17][CH3:18])[CH:12]=[CH:11][CH:10]=2)=[O:5])[CH3:2].[OH-].[Na+].Cl.O.C([O-])(=O)C.[Ca+2:35].C([O-])(=O)C>O>[Ca:35].[CH2:1]([N:3]([C:21]1[CH:22]=[CH:23][CH:24]=[CH:25][CH:26]=1)[C:4]([C:6]1[C:7](=[O:20])[N:8]([CH3:19])[C:9]2[C:14]([C:15]=1[OH:16])=[C:13]([CH2:17][CH3:18])[CH:12]=[CH:11][CH:10]=2)=[O:5])[CH3:2] |f:1.2,4.5.6.7,9.10|. Procedure: N-ethyl-N-phenyl-5-ethyl-1,2-dihydro-4-hydroxy-1-methyl-2-oxo-3-quinolinecarboxamide (28.5 mmol, 10.0 g) was dissolved in a mixture of water (200 mL) and 10M NaOH (28.5 mmol, 2.85 mL), and pH was adjusted to 7.5-8.0 with 1M HCl. To this solution at 50° C. was added during 15 min a solution of calcium acetate hydrate (15 mmol, 2.67 g) in water (50 ml) and the resultant thick emulsion was allowed to cool to room temperature and the precipitate was filtered and washed with water. The precipitate wa... Starting materials: [Cl-], FC(F)(F)c1cccc(Cl)n1, [K+], [Na+], [OH-], O=S(=O)(O)O. Yields the product Oc1cccc(C(F)(F)F)n1. Reaction SMILES: [Cl-:15].[Cl:1][c:2]1[n:3][c:4]([C:8]([F:9])([F:10])[F:11])[cH:5][cH:6][cH:7]1.[K+:13].[Na+:14].[OH-:12].[S:16]([OH:17])(=[O:18])(=[O:19])[OH:20]>>[c:2]1([OH:17])[n:3][c:4]([C:8]([F:9])([F:10])[F:11])[cH:5][cH:6][cH:7]1. Yield: 76.0%. The solvent is C(=S)=S (carbon disulfide). The reactants are [Sn](Cl)(Cl)(Cl)Cl (Tin tetrachloride), BrCCCCCC(=O)Cl (6-bromohexanoyl chloride), CC1=CC2=C(O1)C=CC=C2 (2-methylbenzo[b]furan), Ice water, Cl (hydrochloric acid). Reported procedure: Tin tetrachloride (1.15 ml) was added to a solution of 6-bromohexanoyl chloride (2 g) and 2-methylbenzo[b]furan (1.24 g) in carbon disulfide (30 ml) under ice-cooling, the mixture was stirred at room temperature for 3 hr. Ice water and conc. hydrochloric acid were added to the reaction mixture, and the mixture was extracted with ethyl acetate. The organic layer was washed with water and brine, dried and the solvent was evaporated under reduced pressure. The obtained residue was purified by silic... Conditions: time 3 hour. As a reaction SMILES: [Sn](Cl)(Cl)(Cl)Cl.[Br:6][CH2:7][CH2:8][CH2:9][CH2:10][CH2:11][C:12](Cl)=[O:13].[CH3:15][C:16]1[O:20][C:19]2[CH:21]=[CH:22][CH:23]=[CH:24][C:18]=2[CH:17]=1.Cl>C(=S)=S>[Br:6][CH2:7][CH2:8][CH2:9][CH2:10][CH2:11][C:12]([C:17]1[C:18]2[CH:24]=[CH:23][CH:22]=[CH:21][C:19]=2[O:20][C:16]=1[CH3:15])=[O:13]. Product: BrCCCCCC(=O)C=1C2=C(OC1C)C=CC=C2 (6-bromo-1-(2-methyl-3-benzo[b]furyl)-1-hexanone). The reactants are CS(=O)C1=CC(=CCCCOc2ccccc2)C(=CC=CC(O)CCCO)C1=O, ClCCl, [Na+], O=C(OO)c1cccc(Cl)c1, O=C([O-])O. Yields the product CS(=O)(=O)C1=CC(=CCCCOc2ccccc2)C(=CC=CC(O)CCCO)C1=O. As a reaction SMILES: [CH3:1][S:2](=[O:3])[C:4]1=[CH:8][C:7](=[CH:9][CH2:10][CH2:11][CH2:12][O:13][c:14]2[cH:15][cH:16][cH:17][cH:18][cH:19]2)[C:6](=[CH:20][CH:21]=[CH:22][CH:23]([CH2:24][CH2:25][CH2:26][OH:27])[OH:28])[C:5]1=[O:29].[Cl:46][CH2:47][Cl:48].[Na+:41].[OH:30][O:31][C:32]([c:33]1[cH:34][c:35]([Cl:36])[cH:37][cH:38][cH:39]1)=[O:40].[OH:42][C:43](=[O:44])[O-:45]>>[CH3:1][S:2](=[O:3])([C:4]1=[CH:8][C:7](=[CH:9][CH2:10][CH2:11][CH2:12][O:13][c:14]2[cH:15][cH:16][cH:17][cH:18][cH:19]2)[C:6](=[CH:20][CH:21]=[CH:22][CH:23]([CH2:24][CH2:25][CH2:26][OH:27])[OH:28])[C:5]1=[O:29])=[O:30].